The task is: describe an organic reaction: reactants, conditions, products, and yield. This data is from the Open Reaction Database (ORD), a public repository of structured organic reaction records. Reactants: [Li+].[BH4-] (LiBH4), CCOC(=O)C (EtOAc), COC(CC1=C(C=C(C=C1)[N+](=O)[O-])Cl)=O ((2-Chloro-4-nitro-phenyl)-acetic acid methyl ester), [NH4+].[Cl-] (NH4Cl). The solvent is C1CCOC1 (THF), O (water), C1CCOC1 (THF). Conditions: temperature 0 celsius, time 15 minute. Yields the product ClC1=C(C=CC(=C1)[N+](=O)[O-])CCO (2-(2-Chloro-4-nitro-phenyl)-ethanol). Isolated yield 67.0%. RXN SMILES: C[O:2][C:3](=O)[CH2:4][C:5]1[CH:10]=[CH:9][C:8]([N+:11]([O-:13])=[O:12])=[CH:7][C:6]=1[Cl:14].[Li+].[BH4-].[NH4+].[Cl-].CCOC(C)=O>C1COCC1.O>[Cl:14][C:6]1[CH:7]=[C:8]([N+:11]([O-:13])=[O:12])[CH:9]=[CH:10][C:5]=1[CH2:4][CH2:3][OH:2] |f:1.2,3.4|. Procedure: (2-Chloro-4-nitro-phenyl)-acetic acid methyl ester (17 g, 74 mmol) was dissolved in dry THF (85 mL) and cooled to 0° C. A solution of LiBH4 in THF (2M, 75 mL, 148 mmol) was added drop-wise at 0° C. and the reaction mixture was maintained for 5 hours at RT. After completion of reaction, NH4Cl solution (2 mL) was added to the reaction mixture which was then stirred for 15 minutes. EtOAc (170 mL) and water (85 mL) were added and stirred for 10 minutes. The separated aqueous layer was extracted with... Starting materials: BrC1=CC=C2CCN(C(C2=C1)=O)CC1=CC=C(C=C1)F (7-bromo-2-(4-fluorobenzyl)-3,4-dihydroisoquinolin-1(2H)-one), FC1=CC=C(C=C1)C=1OC2=C(C1C(=O)NC)C=C(C(=C2)N(S(=O)(=O)C)C)B2OC(C(O2)(C)C)(C)C (2-(4-fluorophenyl)-N-methyl-6-(N-methylmethylsulfonamido)-5-(4,4,5,5-tetramethyl-1,3,2-dioxaborolan-2-yl)benzofuran-3-carboxamide), C(=O)([O-])[O-].[Cs+].[Cs+] (Cs2CO3). Reagents/catalysts: [Pd](Cl)Cl.C(C)(C)(C)P([C-]1C=CC=C1)C(C)(C)C.[C-]1(C=CC=C1)P(C(C)(C)C)C(C)(C)C.[Fe+2] (1,1′-bis(di-tert-butylphosphino)ferrocene palladium dichloride). The solvent is O1CCOCC1 (1,4-dioxane), O (water). Run at temperature 90 celsius, time 3 hour. Product: FC1=CC=C(CN2C(C3=CC(=CC=C3CC2)C=2C(=CC3=C(C(=C(O3)C3=CC=C(C=C3)F)C(=O)NC)C2)N(S(=O)(=O)C)C)=O)C=C1 (5-(2-(4-fluorobenzyl)-1-oxo-1,2,3,4-tetrahydroisoquinolin-7-yl)-2-(4-fluorophenyl)-N-methyl-6-(N-methylmethylsulfonamido)benzofuran-3-carboxamide). The yield is 95.3%. As a reaction SMILES: Br[C:2]1[CH:11]=[C:10]2[C:5]([CH2:6][CH2:7][N:8]([CH2:13][C:14]3[CH:19]=[CH:18][C:17]([F:20])=[CH:16][CH:15]=3)[C:9]2=[O:12])=[CH:4][CH:3]=1.[F:21][C:22]1[CH:27]=[CH:26][C:25]([C:28]2[O:29][C:30]3[CH:40]=[C:39]([N:41]([CH3:46])[S:42]([CH3:45])(=[O:44])=[O:43])[C:38](B4OC(C)(C)C(C)(C)O4)=[CH:37][C:31]=3[C:32]=2[C:33]([NH:35][CH3:36])=[O:34])=[CH:24][CH:23]=1.C([O-])([O-])=O.[Cs+].[Cs+]>O1CCOCC1.O.[Pd](Cl)Cl.C(P(C(C)(C)C)[C-]1C=CC=C1)(C)(C)C.[C-]1(P(C(C)(C)C)C(C)(C)C)C=CC=C1.[Fe+2]>[F:20][C:17]1[CH:18]=[CH:19][C:14]([CH2:13][N:8]2[CH2:7][CH2:6][C:5]3[C:10](=[CH:11][C:2]([C:38]4[C:39]([N:41]([CH3:46])[S:42]([CH3:45])(=[O:44])=[O:43])=[CH:40][C:30]5[O:29][C:28]([C:25]6[CH:26]=[CH:27][C:22]([F:21])=[CH:23][CH:24]=6)=[C:32]([C:33]([NH:35][CH3:36])=[O:34])[C:31]=5[CH:37]=4)=[CH:3][CH:4]=3)[C:9]2=[O:12])=[CH:15][CH:16]=1 |f:2.3.4,7.8.9.10|. Reported procedure: To a degassed solution of 7-bromo-2-(4-fluorobenzyl)-3,4-dihydroisoquinolin-1(2H)-one (222 mg, 0.66 mmol) and 2-(4-fluorophenyl)-N-methyl-6-(N-methylmethylsulfonamido)-5-(4,4,5,5-tetramethyl-1,3,2-dioxaborolan-2-yl)benzofuran-3-carboxamide (200 mg, 0.40 mmol) in 1,4-dioxane (5 mL) and water (200 μl) was added Cs2CO3 (260 mg, 0.80 mmol) and 1,1′-bis(di-tert-butylphosphino)ferrocene palladium dichloride (26 mg, 0.04 mmol) under N2 protection. The resulting mixture was heated to 90° C. and stirred ... Starting materials: CC(CC(O)C(Cc1ccccc1)NC(=O)OC(C)(C)C)C(=O)NCCC(C)(C)C, Cl, C1COCCO1. Product: CC(CC(O)C(N)Cc1ccccc1)C(=O)NCCC(C)(C)C. RXN SMILES: [C:1]([O:2][C:3](=[O:4])[NH:7][CH:8]([CH:9]([CH2:10][CH:11]([CH3:12])[C:13]([NH:14][CH2:15][CH2:16][C:17]([CH3:18])([CH3:19])[CH3:20])=[O:21])[OH:22])[CH2:23][c:24]1[cH:25][cH:26][cH:27][cH:28][cH:29]1)([CH3:5])([CH3:6])[CH3:30].[ClH:31].[O:32]1[CH2:33][CH2:34][O:35][CH2:36][CH2:37]1>>[NH2:7][CH:8]([CH:9]([CH2:10][CH:11]([CH3:12])[C:13]([NH:14][CH2:15][CH2:16][C:17]([CH3:18])([CH3:19])[CH3:20])=[O:21])[OH:22])[CH2:23][c:24]1[cH:25][cH:26][cH:27][cH:28][cH:29]1. Reactants: C(C)OC(\C(=C\C1CCCCC1)\C1=CC=C(C=C1)S(=O)(=O)C(C)C)=O ((E)-3-cyclohexyl-2-[4-(propane-2-sulfonyl)-phenyl]-acrylic acid ethyl ester), CC(C)C[AlH]CC(C)C (DIBAL), C1(=CC=CC=C1)C (toluene). The product is C1(CCCCC1)/C=C(/CO)\C1=CC=C(C=C1)S(=O)(=O)C(C)C ((E)-3-Cyclohexyl-2-[4-(propane-2-sulfonyl)-phenyl]-prop-2-en-1-ol). Isolated yield 603.2%. Reaction SMILES: C([O:3][C:4](=O)/[C:5](/[C:13]1[CH:18]=[CH:17][C:16]([S:19]([CH:22]([CH3:24])[CH3:23])(=[O:21])=[O:20])=[CH:15][CH:14]=1)=[CH:6]/[CH:7]1[CH2:12][CH2:11][CH2:10][CH2:9][CH2:8]1)C.CC(C[AlH]CC(C)C)C.C1(C)C=CC=CC=1>>[CH:7]1(/[CH:6]=[C:5](\[C:13]2[CH:18]=[CH:17][C:16]([S:19]([CH:22]([CH3:24])[CH3:23])(=[O:21])=[O:20])=[CH:15][CH:14]=2)/[CH2:4][OH:3])[CH2:8][CH2:9][CH2:10][CH2:11][CH2:12]1. Procedure details: Following the method of example 54e, reaction of (E)-3-cyclohexyl-2-[4-(propane-2-sulfonyl)-phenyl]-acrylic acid ethyl ester (930 mg, 2.55 mmol) and DIBAL in toluene (1 M, 6.38 ml, 6.38 mmol) gives the title compound as an oil (4.96 g). MS (m/e): 323 (M+H). Starting materials: C1(=CC=CC=C1)P(C1=CC=CC=2C(C3=CC=CC(=C3OC12)P(C1=CC=CC=C1)C1=CC=CC=C1)(C)C)C1=CC=CC=C1 (4,5-bis(diphenylphosphino)-9,9-dimethylxanthene), C([O-])([O-])=O.[Cs+].[Cs+] (cesium carbonate), BrC1=CC(=C(C#N)C=C1)OC (4-bromo-2-methoxybenzonitrile), C(C)[C@H]1[C@H](C(C(N1)=O)(F)F)O ((4R,5S)-5-ethyl-3,3-difluoro-4-hydroxypyrrolidin-2-one). The reagents and catalysts are C=1C=CC(=CC1)/C=C/C(=O)/C=C/C2=CC=CC=C2.C=1C=CC(=CC1)/C=C/C(=O)/C=C/C2=CC=CC=C2.C=1C=CC(=CC1)/C=C/C(=O)/C=C/C2=CC=CC=C2.[Pd].[Pd] (tris(dibenzylideneacetone)dipalladium(0)). Product: C(C)[C@H]1[C@H](C(C(N1C1=CC(=C(C#N)C=C1)OC)=O)(F)F)O (4-[(4R,5S)-5-ethyl-3,3-difluoro-4-hydroxy-2-oxopyrrolidin-1-yl]-2-methoxybenzonitrile), powder. Yield: 30.0%. Reaction SMILES: Br[C:2]1[CH:9]=[CH:8][C:5]([C:6]#[N:7])=[C:4]([O:10][CH3:11])[CH:3]=1.[CH2:12]([C@@H:14]1[NH:18][C:17](=[O:19])[C:16]([F:21])([F:20])[C@@H:15]1[OH:22])[CH3:13].C1(P(C2C=CC=CC=2)C2C3OC4C(=CC=CC=4P(C4C=CC=CC=4)C4C=CC=CC=4)C(C)(C)C=3C=CC=2)C=CC=CC=1.C(=O)([O-])[O-].[Cs+].[Cs+]>C1C=CC(/C=C/C(/C=C/C2C=CC=CC=2)=O)=CC=1.C1C=CC(/C=C/C(/C=C/C2C=CC=CC=2)=O)=CC=1.C1C=CC(/C=C/C(/C=C/C2C=CC=CC=2)=O)=CC=1.[Pd].[Pd]>[CH2:12]([C@@H:14]1[N:18]([C:2]2[CH:9]=[CH:8][C:5]([C:6]#[N:7])=[C:4]([O:10][CH3:11])[CH:3]=2)[C:17](=[O:19])[C:16]([F:20])([F:21])[C@@H:15]1[OH:22])[CH3:13] |f:3.4.5,6.7.8.9.10|. Procedure: Using 4-bromo-2-methoxybenzonitrile (2.14 g), (4R,5S)-5-ethyl-3,3-difluoro-4-hydroxypyrrolidin-2-one (2.00 g), 4,5-bis(diphenylphosphino)-9,9-dimethylxanthene (954 mg), tris(dibenzylideneacetone)dipalladium(0) (554 mg) and cesium carbonate (4.84 g), and in the same manner as in Example 62, the title compound was obtained as a white powder (yield: 895 mg, 30%).